Dataset: the Open Reaction Database (ORD), a public repository of structured organic reaction records. Task: describe an organic reaction: reactants, conditions, products, and yield Reactants: NCC1CN(Cc2ccccc2)CCN1Cc1ccccc1, NS(N)(=O)=O, C1COCCO1. The product is NS(=O)(=O)NCC1CN(Cc2ccccc2)CCN1Cc1ccccc1. Reaction SMILES: [CH2:1]([c:2]1[cH:3][cH:4][cH:5][cH:6][cH:7]1)[N:8]1[CH:9]([CH2:21][NH2:22])[CH2:10][N:11]([CH2:14][c:15]2[cH:16][cH:17][cH:18][cH:19][cH:20]2)[CH2:12][CH2:13]1.[NH2:23][S:24]([NH2:25])(=[O:26])=[O:27].[O:28]1[CH2:29][CH2:30][O:31][CH2:32][CH2:33]1>>[CH2:1]([c:2]1[cH:3][cH:4][cH:5][cH:6][cH:7]1)[N:8]1[CH:9]([CH2:21][NH:22][S:24]([NH2:23])(=[O:26])=[O:27])[CH2:10][N:11]([CH2:14][c:15]2[cH:16][cH:17][cH:18][cH:19][cH:20]2)[CH2:12][CH2:13]1. Starting materials: C1(=CC=CC=C1)S(=O)(=O)N1N=CC=2C(=CC(=CC12)[Sn](C)(C)C)N (1-(Phenylsulfonyl)-6-(trimethylstannanyl)-1H-indazol-4-amine), BrC=1C=C2C(=NC1)N(N=C2)S(=O)(=O)C2=CC=C(C=C2)C (5-bromo-1-[(4-methylphenyl)sulfonyl]-1H-pyrazolo[3,4-b]pyridine). The reagents and catalysts are C=1C=CC(=CC1)[P](C=2C=CC=CC2)(C=3C=CC=CC3)[Pd]([P](C=4C=CC=CC4)(C=5C=CC=CC5)C=6C=CC=CC6)([P](C=7C=CC=CC7)(C=8C=CC=CC8)C=9C=CC=CC9)[P](C=1C=CC=CC1)(C=1C=CC=CC1)C=1C=CC=CC1 (Pd(PPh3)4). Run in CN(C)C=O (DMF). Reaction conditions: temperature 120 celsius, time 60 minute. The product is CC1=CC=C(C=C1)S(=O)(=O)N1N=CC=2C1=NC=C(C2)C=2C=C(C=1C=NN(C1C2)S(=O)(=O)C2=CC=CC=C2)N (6-{1-[(4-Methyl phenyl)sulfonyl]-1H-pyrazolo[3,4-b]pyridin-5-yl}-1-(phenylsulfonyl)-1H-indazol-4-amine). RXN SMILES: [C:1]1([S:7]([N:10]2[C:18]3[CH:17]=[C:16]([Sn](C)(C)C)[CH:15]=[C:14]([NH2:23])[C:13]=3[CH:12]=[N:11]2)(=[O:9])=[O:8])[CH:6]=[CH:5][CH:4]=[CH:3][CH:2]=1.Br[C:25]1[CH:26]=[C:27]2[CH:33]=[N:32][N:31]([S:34]([C:37]3[CH:42]=[CH:41][C:40]([CH3:43])=[CH:39][CH:38]=3)(=[O:36])=[O:35])[C:28]2=[N:29][CH:30]=1>C1C=CC([P]([Pd]([P](C2C=CC=CC=2)(C2C=CC=CC=2)C2C=CC=CC=2)([P](C2C=CC=CC=2)(C2C=CC=CC=2)C2C=CC=CC=2)[P](C2C=CC=CC=2)(C2C=CC=CC=2)C2C=CC=CC=2)(C2C=CC=CC=2)C2C=CC=CC=2)=CC=1.CN(C=O)C>[CH3:43][C:40]1[CH:41]=[CH:42][C:37]([S:34]([N:31]2[C:28]3=[N:29][CH:30]=[C:25]([C:16]4[CH:15]=[C:14]([NH2:23])[C:13]5[CH:12]=[N:11][N:10]([S:7]([C:1]6[CH:6]=[CH:5][CH:4]=[CH:3][CH:2]=6)(=[O:9])=[O:8])[C:18]=5[CH:17]=4)[CH:26]=[C:27]3[CH:33]=[N:32]2)(=[O:36])=[O:35])=[CH:38][CH:39]=1 |^1:47,49,68,87|. Procedure details: 1-(Phenylsulfonyl)-6-(trimethylstannanyl)-1H-indazol-4-amine (775 mg), Pd(PPh3)4 (212 mg) and 5-bromo-1-[(4-methylphenyl)sulfonyl]-1H-pyrazolo[3,4-b]pyridine (775 mg) were introduced into a microwave vial and DMF (10 ml) was added. The mixture was heated in the microwave at 120° C. for 4 h. The solvent was removed in vacuo and the crude residue was placed on a high vacuum line overnight. The resulting brown oil was purified by FlashMaster II. The crude material was dissolved in chloroform and ad... Reactants: aqueous solution, [OH-].[Na+] (sodium hydroxide), CC=1C=C(C=CC1)C#CC=NO (3-(3-methylphenyl)-2-propynaldehyde oxime). Reagents/catalysts: Cl (HCl). Run in C(C)O (ethanol). Conditions: time 3 minute. Yields the product CC=1C=C(C=CC1)C1=CC=NO1 (5-(3-methylphenyl)isoxazol). Isolated yield 86.9%. RXN SMILES: [CH3:1][C:2]1[CH:3]=[C:4]([C:8]#[C:9][CH:10]=[N:11][OH:12])[CH:5]=[CH:6][CH:7]=1.[OH-].[Na+]>C(O)C.Cl>[CH3:1][C:2]1[CH:3]=[C:4]([C:8]2[O:12][N:11]=[CH:10][CH:9]=2)[CH:5]=[CH:6][CH:7]=1 |f:1.2|. Procedure: 122 mg of the resulting oxime compound was dissolved in 20 ml of ethanol, and one drop of a 1N aqueous solution of sodium hydroxide was added. The solution was left to stand for 3 minutes, and three drops of 1N HCl was added to terminate the reaction. The solvent was evaporated under reduced pressure. The residue was extracted with a mixture of water and ethyl ether. The organic layer was separated, and the solvent was evaporated to give 106 mg (yield 87%) of the captioned compound as a pale yel... The reactants are [Al] (aluminum), FC1=CC=2C3=C(NC2C=C1)C=CNC3=O (8-Fluoro-2,5-dihydro-1H-pyrido[4,3-b]indol-1-one), C1CC(=O)N(C1=O)Br (NBS). The solvent is CCOC(=O)C (EtOAc), CN(C)C=O (DMF). Conditions: time 1 hour. Yields the product BrC1=CNC(C2=C1NC=1C=CC(=CC21)F)=O (4-Bromo-8-fluoro-2,5-dihydro-1H-pyrido[4,3-b]indol-1-one). As a reaction SMILES: [F:1][C:2]1[CH:10]=[CH:9][C:8]2[NH:7][C:6]3[CH:11]=[CH:12][NH:13][C:14](=[O:15])[C:5]=3[C:4]=2[CH:3]=1.[Al].C1C(=O)N([Br:24])C(=O)C1>CN(C=O)C.CCOC(C)=O>[Br:24][C:11]1[C:6]2[NH:7][C:8]3[CH:9]=[CH:10][C:2]([F:1])=[CH:3][C:4]=3[C:5]=2[C:14](=[O:15])[NH:13][CH:12]=1. Procedure details: 8-Fluoro-2,5-dihydro-1H-pyrido[4,3-b]indol-1-one (10 g, 49 mmol) was dissolved in 400 mL DMF and covered with aluminum foil. NBS was added in a single portion and the solution was stirred for 1 hr at which time the reaction mixture was diluted with EtOAc, washed with water, brine, dried over MgSO4, filtered, concentrated. The crude residue purified on silica gel and eluted with EtOAc/hexanes (0 to 75% gradient elution).